This data is from the Open Reaction Database (ORD), a public repository of structured organic reaction records. The task is: describe an organic reaction: reactants, conditions, products, and yield Reactants: CN(C)CC1(CCOCC1)C1=CC=C(C=C1)O (4-(4-Dimethylaminomethyl-tetrahydro-pyran-4-yl)-phenol), CN1C(CCC1)CCO (2-(1-methyl-pyrrolidin-2-yl)-ethanol), C1=CC=C(C=C1)P(C2=CC=CC=C2)C3=CC=CC=C3 (PPh3), CC(C)OC(=O)/N=N/C(=O)OC(C)C (DIAD), crude product. The solvent is C1CCOC1 (THF), C(C)(=O)OCC.CCCCCCC (ethyl acetate heptane). Product: CN(CC1(CCOCC1)C1=CC=C(C=C1)OCCC1N(CCC1)C)C (Dimethyl-(4-{4-[2-(1-methylpyrrolidin-2-yl)ethoxy]phenyl}-tetrahydropyran-4-ylmethyl)amine). Isolated yield 27.2%. RXN SMILES: [CH3:1][N:2]([CH2:4][C:5]1([C:11]2[CH:16]=[CH:15][C:14]([OH:17])=[CH:13][CH:12]=2)[CH2:10][CH2:9][O:8][CH2:7][CH2:6]1)[CH3:3].[CH3:18][N:19]1[CH2:23][CH2:22][CH2:21][CH:20]1[CH2:24][CH2:25]O.C1C=CC(P(C2C=CC=CC=2)C2C=CC=CC=2)=CC=1.CC(OC(/N=N/C(OC(C)C)=O)=O)C>C(OCC)(=O)C.CCCCCCC.C1COCC1>[CH3:3][N:2]([CH3:1])[CH2:4][C:5]1([C:11]2[CH:16]=[CH:15][C:14]([O:17][CH2:25][CH2:24][CH:20]3[CH2:21][CH2:22][CH2:23][N:19]3[CH3:18])=[CH:13][CH:12]=2)[CH2:6][CH2:7][O:8][CH2:9][CH2:10]1 |f:4.5|. Procedure: 4-(4-Dimethylaminomethyl-tetrahydro-pyran-4-yl)-phenol (405 mg, 1.72 mmol), 2-(1-methyl-pyrrolidin-2-yl)-ethanol (178 mg, 1.38 mmol), PPh3 (451 mg, 1.72 mmol), THF (8 ml) and DIAD (348 mg, 1.72 mmol) were reacted together according to general procedure C. The crude product was subjected to chromatography on alumina eluting with ethyl acetate:heptane (50:50) to provide the title compound (130 mg, 27%) as a colourless oil. 1H NMR (400 MHz, CDCl3) δ7.21 (d, 2H), 6.87 (d, 2H), 4.09-3.95 (m, 2H), 3.7... The reactants are CCOC(C)=O, C1CC2OC2C1, NCCc1ccc(O)cc1, [Na+], [OH-]. Yields the product Oc1ccc(CCNC2CCCC2O)cc1. RXN SMILES: [CH3:19][CH2:20][O:21][C:22]([CH3:23])=[O:24].[CH:1]12[CH:2]([CH2:3][CH2:4][CH2:5]1)[O:6]2.[NH2:7][CH2:8][CH2:9][c:10]1[cH:11][cH:12][c:13]([OH:14])[cH:15][cH:16]1.[Na+:18].[OH-:17]>>[CH:1]1([OH:6])[CH:2]([NH:7][CH2:8][CH2:9][c:10]2[cH:11][cH:12][c:13]([OH:14])[cH:15][cH:16]2)[CH2:3][CH2:4][CH2:5]1. The reactants are O.NN (hydrazine hydrate), ClC1=CC(=NC=N1)N1CC(C1)O (1-(6-chloropyrimidin-4-yl)azetidin-3-ol). Solvent: C(C)O (ethanol). Reaction conditions: temperature 80 celsius, time 16 hour. Product: N(N)C1=CC(=NC=N1)N1CC(C1)O (1-(6-Hydrazinylpyrimidin-4-yl)azetidin-3-ol). Reaction SMILES: O.[NH2:2][NH2:3].Cl[C:5]1[N:10]=[CH:9][N:8]=[C:7]([N:11]2[CH2:14][CH:13]([OH:15])[CH2:12]2)[CH:6]=1>C(O)C>[NH:2]([C:5]1[N:10]=[CH:9][N:8]=[C:7]([N:11]2[CH2:14][CH:13]([OH:15])[CH2:12]2)[CH:6]=1)[NH2:3] |f:0.1|. Procedure details: At RT, 27.2 ml (27.9 g, 279.1 mmol) of hydrazine hydrate are added dropwise with stirring to a solution of 10.4 g (55.8 mmol) of 1-(6-chloropyrimidin-4-yl)azetidin-3-ol in 100 ml of ethanol. The reaction solution is stirred at 80° C. for 16 h. For work-up, the mixture is concentrated under reduced pressure, and the precipitate is filtered off and washed twice with in each case 10 ml of ethanol. Yield: 2.0 g (19% of theory) Starting materials: O=C([O-])[O-], C=CC(=O)N1CCN(c2ccccc2OC)CC1, CN(C)C=O, [Cl-], Fc1ccc(-c2cc3ccc(Cl)cc3[nH]2)cc1, [K+], [K+], [NH4+], O. Product: COc1ccccc1N1CCN(C(=O)CCn2c(-c3ccc(F)cc3)cc3ccc(Cl)cc32)CC1. Reaction SMILES: [C:36](=[O:37])([O-:38])[O-:39].[CH3:18][O:19][c:20]1[c:21]([N:26]2[CH2:27][CH2:28][N:29]([C:32]([CH:33]=[CH2:34])=[O:35])[CH2:30][CH2:31]2)[cH:22][cH:23][cH:24][cH:25]1.[CH3:44][N:45]([CH3:46])[CH:47]=[O:48].[Cl-:42].[Cl:1][c:2]1[cH:3][cH:4][c:5]2[cH:6][c:7](-[c:11]3[cH:12][cH:13][c:14]([F:17])[cH:15][cH:16]3)[nH:8][c:9]2[cH:10]1.[K+:40].[K+:41].[NH4+:43].[OH2:49]>>[Cl:1][c:2]1[cH:3][cH:4][c:5]2[cH:6][c:7](-[c:11]3[cH:12][cH:13][c:14]([F:17])[cH:15][cH:16]3)[n:8]([CH2:34][CH2:33][C:32]([N:29]3[CH2:28][CH2:27][N:26]([c:21]4[c:20]([O:19][CH3:18])[cH:25][cH:24][cH:23][cH:22]4)[CH2:31][CH2:30]3)=[O:35])[c:9]2[cH:10]1. The reactants are ClC1=CC(=C(C=C1)C1=CC=NC=C1C(=O)O)F (4-(4-chloro-2-fluorophenyl)nicotinic acid), C(=O)([O-])[O-].[Cs+].[Cs+] (Cs2CO3). Solvent: O (water), CS(=O)C (DMSO). Run at temperature 60 celsius. Yields the product ClC=1C=CC2=C(C1)OC(C1=CN=CC=C12)=O (8-chloro-5H-chromeno[3,4-c]pyridin-5-one). The yield is 72.4%. Reaction SMILES: [Cl:1][C:2]1[CH:7]=[CH:6][C:5]([C:8]2[C:13]([C:14]([OH:16])=[O:15])=[CH:12][N:11]=[CH:10][CH:9]=2)=[C:4](F)[CH:3]=1.C([O-])([O-])=O.[Cs+].[Cs+]>CS(C)=O.O>[Cl:1][C:2]1[CH:7]=[CH:6][C:5]2[C:8]3[C:13](=[CH:12][N:11]=[CH:10][CH:9]=3)[C:14](=[O:16])[O:15][C:4]=2[CH:3]=1 |f:1.2.3|. Procedure: To a solution of 4-(4-chloro-2-fluorophenyl)nicotinic acid (0.3 g, 1.192 mmol) in anhydrous DMSO (1 mL) was added Cs2CO3 (0.388 g, 1.192 mmol) and the mixture was subjected to microwave heating for 2 h at 60° C. The reaction mixture was diluted with water and extracted with ethyl acetate (2×15 mL). The combined organic extracts were washed with water (1×15 mL) and brine (1×15 mL), dried over sodium sulfate and concentrated under reduced pressure to afford 8-chloro-5H-chromeno[3,4-c]pyridin-5-one... Starting materials: N=1C=C(N2C1C=CC=C2)C(=O)NC=2C=C(C=CC2C)C2=NOC(=N2)CN(C(OC(C)(C)C)=O)C (tert-butyl (3-(3-(imidazo[1,2-a]pyridine-3-carboxamido)-4-methylphenyl)-1,2,4-oxadiazol-5-yl)methyl(methyl)carbamate), Cl (HCl). The solvent is C(C)#N (acetonitrile), O1CCOCC1 (dioxane), O (water). Reaction conditions: time 45 minute. Product: NCC1=NC(=NO1)C=1C=CC(=C(C1)NC(=O)C1=CN=C2N1C=CC=C2)C (N-(5-(5-(aminomethyl)-1,2,4-oxadiazol-3-yl)-2-methylphenyl)imidazo[1,2-a]pyridine-3-carboxamide). As a reaction SMILES: [N:1]1[CH:2]=[C:3]([C:10]([NH:12][C:13]2[CH:14]=[C:15]([C:20]3[N:24]=[C:23]([CH2:25][N:26](C)C(=O)OC(C)(C)C)[O:22][N:21]=3)[CH:16]=[CH:17][C:18]=2[CH3:19])=[O:11])[N:4]2[CH:9]=[CH:8][CH:7]=[CH:6][C:5]=12.Cl>C(#N)C.O1CCOCC1.O>[NH2:26][CH2:25][C:23]1[O:22][N:21]=[C:20]([C:15]2[CH:16]=[CH:17][C:18]([CH3:19])=[C:13]([NH:12][C:10]([C:3]3[N:4]4[CH:9]=[CH:8][CH:7]=[CH:6][C:5]4=[N:1][CH:2]=3)=[O:11])[CH:14]=2)[N:24]=1. Procedure details: To a stirring suspension of tert-butyl (3-(3-(imidazo[1,2-a]pyridine-3-carboxamido)-4-methylphenyl)-1,2,4-oxadiazol-5-yl)methyl(methyl)carbamate (F54) (90 mg, 0.195 mmol) in acetonitrile (1 mL) was added 4N HCl in dioxane (1 mL) and water (0.5 mL). The reaction mixture was stirred at room temperature for 45 minutes. Then, the solvent was concentrated and the crude product was dried under high vacuum. The crude product N-(5-(5-(aminomethyl)-1,2,4-oxadiazol-3-yl)-2-methylphenyl)imidazo[1,2-a]pyrid... Starting materials: CCN(C(C)C)C(C)C (DIPEA), C1(=CC=CC=C1)[C@@H](C(=O)O)CC(=O)O.N[C@@H]1CN(C[C@H]1F)C(=O)OC(C)(C)C ((2S)-2-phenylbutanedioic acid tert-butyl (3R,4R)-3-amino-4-fluoropyrrolidine-1-carboxylate), C(=O)(OCC1=CC=CC=C1)Cl (CBZ-Cl). Run in C(Cl)Cl (DCM), C(Cl)Cl (DCM). Yields the product C(C1=CC=CC=C1)OC(=O)N[C@@H]1CN(C[C@H]1F)C(=O)OC(C)(C)C (tert-butyl (3R,4R)-3-{[(benzyloxy)carbonyl]amino}-4-fluoropyrrolidine-1-carboxylate). The yield is 95.6%. RXN SMILES: C1([C@H](CC(O)=O)C(O)=O)C=CC=CC=1.[NH2:15][C@H:16]1[C@H:20]([F:21])[CH2:19][N:18]([C:22]([O:24][C:25]([CH3:28])([CH3:27])[CH3:26])=[O:23])[CH2:17]1.CCN(C(C)C)C(C)C.[C:38](Cl)([O:40][CH2:41][C:42]1[CH:47]=[CH:46][CH:45]=[CH:44][CH:43]=1)=[O:39]>C(Cl)Cl>[CH2:41]([O:40][C:38]([NH:15][C@H:16]1[C@H:20]([F:21])[CH2:19][N:18]([C:22]([O:24][C:25]([CH3:28])([CH3:27])[CH3:26])=[O:23])[CH2:17]1)=[O:39])[C:42]1[CH:47]=[CH:46][CH:45]=[CH:44][CH:43]=1 |f:0.1|. Reported procedure: A solution of (2S)-2-phenylbutanedioic acid-tert-butyl (3R,4R)-3-amino-4-fluoropyrrolidine-1-carboxylate (1:1) (500 mg, 1.2 mmol) in DCM (20 mL) was cooled in an ice/water bath. DIPEA (0.69 mL, 4 mmol, 3.3 mol eq) was added, followed by CBZ-Cl (185 μL, 1.26 mmol, 1.05 mol eq). The resulting reaction solution was capped, stirred in the cold bath and allowed to warm to rt and stirred for 2 hr. The reaction was diluted with DCM (30 mL) and washed with sat. aq. NaHCO3 (10 mL). The organic layer was ... The reactants are C(#N)CC(=O)O (Cyanoacetic acid), C1(CCCCC1)N (cyclohexylamine), CCN=C=NCCCN(C)C (EDCI). Run in C(Cl)Cl (DCM). Conditions: time 24 hour. Yields the product C(#N)CC(=O)NC1CCCCC1 (2-cyano-N-cyclohexyl-acetamide). Isolated yield 68.1%. Reaction SMILES: [C:1]([CH2:3][C:4]([OH:6])=O)#[N:2].[CH:7]1([NH2:13])[CH2:12][CH2:11][CH2:10][CH2:9][CH2:8]1.CCN=C=NCCCN(C)C>C(Cl)Cl>[C:1]([CH2:3][C:4]([NH:13][CH:7]1[CH2:12][CH2:11][CH2:10][CH2:9][CH2:8]1)=[O:6])#[N:2]. Procedure: Cyanoacetic acid (4.26 g, 50 mmol) and cyclohexylamine (4.96 g, 50 mmol) were dissolved in DCM (100 mL). EDCI (10.51 g, 55 mmol) was added and the mixture stiffed at ambient temperature for 24 h. The reaction mixture was washed with water (2×100 mL), dried (MgSO4) and evaporated to leave a yellow solid residue which was purified by chromatography on silica gel eluting with an EtOAc/DCM gradient (0-100%) to provide the title compound as a white solid (5.66 g, 68%). Starting materials: ClC1=C(C(=O)C2=CC(=C(C=C2)OC)CC)C=CC=C1 (4-(2-chlorobenzoyl)-2-ethylanisole), B(Br)(Br)Br (boron tribromide), ice. Solvent: C(Cl)Cl (CH2Cl2). Reaction conditions: time 48 hour. Yields the product ClC1=C(C(=O)C2=CC(=C(C=C2)O)CC)C=CC=C1 (4-(2-Chlorobenzoyl)-2-ethylphenol). Yield: 84.8%. Reaction SMILES: [Cl:1][C:2]1[CH:19]=[CH:18][CH:17]=[CH:16][C:3]=1[C:4]([C:6]1[CH:11]=[CH:10][C:9]([O:12]C)=[C:8]([CH2:14][CH3:15])[CH:7]=1)=[O:5].B(Br)(Br)Br>C(Cl)Cl>[Cl:1][C:2]1[CH:19]=[CH:18][CH:17]=[CH:16][C:3]=1[C:4]([C:6]1[CH:11]=[CH:10][C:9]([OH:12])=[C:8]([CH2:14][CH3:15])[CH:7]=1)=[O:5]. Procedure details: At -78° C., to a stirred solution of 4-(2-chlorobenzoyl)-2-ethylanisole (18 g, 65.5 mmol) in CH2Cl2 (295 mL) was added boron tribromide (12.4 mL, 0.131 mol). After the addition was complete, the reaction was allowed to warm to ambient temperature and stirred for 48 h. The reaction was slowly poured into crushed ice (200 g) and extracted with CH2Cl2. The organic extracts were washed with sat. aq. KH2PO4 (1×) and extracted with 2.5N NaOH. The aqueous extracts were washed with CH2Cl2 (1×), acidifie...